Dataset: the Open Reaction Database (ORD), a public repository of structured organic reaction records. Task: describe an organic reaction: reactants, conditions, products, and yield Starting materials: N#CBr (cyanogen bromide), N(N)C1=NC=CC=C1 (2-Hydrazinopyridine). The solvent is CCO.O (EtOH water), CCO (EtOH), O (water), O (water). Product: Br.N=1N=C(N2C1C=CC=C2)N ([1,2,4]Triazolo[4,3-a]pyridin-3-ylamine hydrobromide). Reaction SMILES: [NH:1]([C:3]1[CH:8]=[CH:7][CH:6]=[CH:5][N:4]=1)[NH2:2].[N:9]#[C:10][Br:11]>CCO.O.CCO.O>[BrH:11].[N:1]1[N:2]=[C:10]([NH2:9])[N:4]2[CH:5]=[CH:6][CH:7]=[CH:8][C:3]=12 |f:4.5,6.7|. Procedure details: 2-Hydrazinopyridine (654 mg) was dissolved in a mixture of EtOH and water (7.5/1.5 ml) at RT while stirring. Subsequently, cyanogen bromide solution (666 mg dissolved in a mixture of EtOH/water 1.5/0.3 ml) was added dropwise while stirring. After stirring at RT for 6 h, the solvent was drawn off, and the residue was taken up in water and freeze-dried. 1.3 g of the title compound were obtained. LC-MS rt: 0.15 min [M+H]+: 135.3 (met. a) The reactants are S1C(=S)NC(=O)C1 (rhodanine), C1=CC2=C(C=C1C=O)OCO2 (piperonal), TEA. Solvent: COCCOC (DME). Reaction conditions: temperature 120 celsius, time 5 hour. Yields the product O1COC2=C1C=CC(=C2)C=C2C(NC(S2)=S)=O (5-(1,3-benzodioxol-5-ylmethylene)-2-thioxo-1,3-thiazolidin-4-one). RXN SMILES: [S:1]1[CH2:7][C:5](=[O:6])[NH:4][C:2]1=[S:3].[CH:8]1[C:13]([CH:14]=O)=[CH:12][C:11]2[O:16][CH2:17][O:18][C:10]=2[CH:9]=1>COCCOC>[O:18]1[C:10]2[CH:9]=[CH:8][C:13]([CH:14]=[C:7]3[S:1][C:2](=[S:3])[NH:4][C:5]3=[O:6])=[CH:12][C:11]=2[O:16][CH2:17]1. Procedure details: In a 24 ml vial was placed 1 g of commercially available rhodanine, 1.3 g of piperonal and 0.5 ml of TEA in 10 ml of DME. The reaction was stirred for 5 h at 120° C. and then cooled to room temperature upon which the final product precipitated. The solid was filtered and washed with DME affording 1.6 g (80%) of orange powder. The product is CC1N(N=C(C2=C(C1)C=C1C(=C2)OCO1)C1=CC=C(C=C1)[N+](=O)[O-])C=1SC=NN1 ((±)-8-Methyl-5-(4-nitrophenyl)-7-(1,3,4-thiadiazol-2-yl)-8,9-dihydro-7H-1,3-dioxolo[4,5-h][2,3]benzodiazepine). Reported procedure: A mixture of 0.57 g (1.43 mmol) of the starting material XVIII, 6 ml of triethyl orthoformate and a catalytic amount of hydrochloric acid was stirred at 80° C. for 1 h. After cooling the precipitated crystals were filtered off, washed with ethanol and dried to yield 0.45 g (77%) of the title compound; Mp.: 212-213° C. As a reaction SMILES: [CH3:1][CH:2]1[CH2:8][C:7]2[CH:9]=[C:10]3[O:15][CH2:14][O:13][C:11]3=[CH:12][C:6]=2[C:5]([C:16]2[CH:21]=[CH:20][C:19]([N+:22]([O-:24])=[O:23])=[CH:18][CH:17]=2)=[N:4][N:3]1[C:25](=[S:28])[NH:26][NH2:27].[CH:29](OCC)(OCC)OCC.Cl>>[CH3:1][CH:2]1[CH2:8][C:7]2[CH:9]=[C:10]3[O:15][CH2:14][O:13][C:11]3=[CH:12][C:6]=2[C:5]([C:16]2[CH:17]=[CH:18][C:19]([N+:22]([O-:24])=[O:23])=[CH:20][CH:21]=2)=[N:4][N:3]1[C:25]1[S:28][CH:29]=[N:27][N:26]=1. The yield is 77.0%. Reactants: CC1N(N=C(C2=C(C1)C=C1C(=C2)OCO1)C1=CC=C(C=C1)[N+](=O)[O-])C(NN)=S ((±)-8-Methyl-5-(4-nitrophenyl)-8,9-dihydro-7H-1,3-dioxolo[4,5-h][2,3]benzodiazepine-7-carbothiohydrazide), C(OCC)(OCC)OCC (triethyl orthoformate), Cl (hydrochloric acid). Starting materials: C[C@]12CC[C@H]3[C@H]([C@@H]1CCC2=O)CCC4=C3C=CC(=C4)OC (estrone methyl ether), NCCC1=NC=CC=C1 (2-(2-aminoethyl)-pyridine), C(=O)O (formic acid). The product is C(=O)N[C@@H]1[C@]2(C)[C@@H](CC1)[C@@H]1CCC=3C=C(C=CC3[C@H]1CC2)OC (N-Formyl-3-methoxyestra-1,3,5(10)-trien-17β-amine). As a reaction SMILES: [CH3:1][C@@:2]12[C:10](=O)[CH2:9][CH2:8][C@H:7]1[C@@H:6]1[CH2:12][CH2:13][C:14]3[CH:19]=[C:18]([O:20][CH3:21])[CH:17]=[CH:16][C:15]=3[C@H:5]1[CH2:4][CH2:3]2.NCCC1C=CC=[CH:27][N:26]=1.C(O)=[O:32]>>[CH:27]([NH:26][C@H:10]1[CH2:9][CH2:8][C@H:7]2[C@H:6]3[C@H:12]([CH2:4][CH2:3][C@:2]12[CH3:1])[C:13]1[CH:14]=[CH:19][C:18]([O:20][CH3:21])=[CH:17][C:16]=1[CH2:15][CH2:5]3)=[O:32]. Procedure: A mixture of estrone methyl ether (14.2 g) and 2-(2-aminoethyl)-pyridine (24 ml, 24.4 g) is stirred and cooled in an ice bath. To this mixture, formic acid (97-98%, 11.5 ml) is added in portions. The mixture is then heated in an oil bath (180°-190° C. bath temp.) for 24 hours. The mixture is poured onto ice, treated with NAOH, and extracted with methylene chloride (3×). The extracts are dried (Na2SO4), filtered, and concentrated to give a solid. The solid is crystallized from methylene chloride-... Procedure details: Substantially the same procedure as in Example 7 was repeated using 1.00 g (5.05 mmol) of 5,6-diamino-1,3-diethyluracil and 1.29 g (5.56 mmol) of 3-trifluoromethoxycinnamic acid. Then, the resultant crude crystals were recrystallized from dioxane/water to give 1.19 g (yield 60%) of Compound 142 as white needles. Product: C(C)N1C(=O)N(C=2N=C(NC2C1=O)\C=C\C1=CC(=CC=C1)OC(F)(F)F)CC ((E)-1,3-Diethyl-8-(3-trifluoromethoxystyryl)xanthine). Starting materials: NC=1C(N(C(N(C1N)CC)=O)CC)=O (5,6-diamino-1,3-diethyluracil), FC(OC=1C=C(C=CC(=O)O)C=CC1)(F)F (3-trifluoromethoxycinnamic acid). RXN SMILES: [NH2:1][C:2]1[C:3](=[O:14])[N:4]([CH2:12][CH3:13])[C:5](=[O:11])[N:6]([CH2:9][CH3:10])[C:7]=1[NH2:8].[F:15][C:16]([F:30])([F:29])[O:17][C:18]1[CH:19]=[C:20]([CH:26]=[CH:27][CH:28]=1)[CH:21]=[CH:22][C:23](O)=O>>[CH2:12]([N:4]1[C:3](=[O:14])[C:2]2[NH:1][C:23](/[CH:22]=[CH:21]/[C:20]3[CH:26]=[CH:27][CH:28]=[C:18]([O:17][C:16]([F:15])([F:29])[F:30])[CH:19]=3)=[N:8][C:7]=2[N:6]([CH2:9][CH3:10])[C:5]1=[O:11])[CH3:13]. Yield: 59.8%.